Dataset: the Open Reaction Database (ORD), a public repository of structured organic reaction records. Task: describe an organic reaction: reactants, conditions, products, and yield The reactants are CC(=O)NCCCC(=O)c1ccc(Cl)cc1CCC(=O)O, O=C(n1ccnc1)n1ccnc1, CCN(C(C)C)C(C)C, Cl, CCOC(=O)CCC(N)C(=O)OCC, C1CCOC1. Yields the product CCOC(=O)CCC(NC(=O)CCc1cc(Cl)ccc1C(=O)CCCNC(C)=O)C(=O)OCC. As a reaction SMILES: [C:1]([CH3:2])(=[O:3])[NH:4][CH2:5][CH2:6][CH2:7][C:8](=[O:9])[c:10]1[c:11]([CH2:12][CH2:13][C:14](=[O:15])[OH:16])[cH:17][c:18]([Cl:21])[cH:19][cH:20]1.[C:22]([n:23]1[cH:24][cH:25][n:26][cH:27]1)([n:28]1[cH:29][cH:30][n:31][cH:32]1)=[O:33].[CH2:49]([N:50]([CH:51]([CH3:52])[CH3:53])[CH:54]([CH3:55])[CH3:56])[CH3:57].[ClH:34].[NH2:35][CH:36]([CH2:37][CH2:38][C:39](=[O:40])[O:41][CH2:42][CH3:43])[C:44](=[O:45])[O:46][CH2:47][CH3:48].[O:58]1[CH2:59][CH2:60][CH2:61][CH2:62]1>>[C:1]([CH3:2])(=[O:3])[NH:4][CH2:5][CH2:6][CH2:7][C:8](=[O:9])[c:10]1[c:11]([CH2:12][CH2:13][C:14](=[O:16])[NH:35][CH:36]([CH2:37][CH2:38][C:39](=[O:40])[O:41][CH2:42][CH3:43])[C:44](=[O:45])[O:46][CH2:47][CH3:48])[cH:17][c:18]([Cl:21])[cH:19][cH:20]1. Run in [OH-].[Na+] (sodium hydroxide). The reactants are C1CC2CC1CC2N (exo-2-aminonorbornane), ClC1=C(C(=O)O)C=CC=N1 (2-chloronicotinic acid). Procedure: A mixture of exo-2-aminonorbornane and 2-chloronicotinic acid was stirred at 160° C. for 1 day and then spontaneously cooled. The reaction liquid was diluted with 1 M sodium hydroxide aqueous solution and then washed with diethyl ether. The water layer was neutralized with 1 M hydrochloric acid and then the precipitated crystals were collected by filtration to obtain rel-2-[(1R,2R,4S)-bicyclo[2.2.1]hept-2-ylamino]nicotinic acid. As a reaction SMILES: [CH2:1]1[CH:5]2[CH2:6][CH:7]([NH2:8])[CH:3]([CH2:4]2)[CH2:2]1.Cl[C:10]1[N:18]=[CH:17][CH:16]=[CH:15][C:11]=1[C:12]([OH:14])=[O:13]>[OH-].[Na+]>[C@H:3]12[CH2:4][C@H:5]([CH2:1][CH2:2]1)[CH2:6][C@H:7]2[NH:8][C:10]1[N:18]=[CH:17][CH:16]=[CH:15][C:11]=1[C:12]([OH:14])=[O:13] |f:2.3|. Reaction conditions: temperature 160 celsius, time 1 day. The product is [C@@H]12[C@@H](C[C@@H](CC1)C2)NC2=C(C(=O)O)C=CC=N2 (rel-2-[(1R,2R,4S)-bicyclo[2.2.1]hept-2-ylamino]nicotinic acid). Reactants: CNCc1ccc(Cl)cc1Cl, CN(C)C=O, O=C(O)c1ccc([N+](=O)[O-])c(F)c1, [Na+], [Na+], O=C([O-])[O-]. Yields the product CN(Cc1ccc(Cl)cc1Cl)c1cc(C(=O)O)ccc1[N+](=O)[O-]. RXN SMILES: [CH3:14][NH:15][CH2:16][c:17]1[c:18]([Cl:24])[cH:19][c:20]([Cl:23])[cH:21][cH:22]1.[CH3:31][N:32]([CH3:33])[CH:34]=[O:35].[F:1][c:2]1[cH:3][c:4]([C:5](=[O:6])[OH:7])[cH:8][cH:9][c:10]1[N+:11](=[O:12])[O-:13].[Na+:25].[Na+:26].[O-:27][C:28](=[O:29])[O-:30]>>[c:2]1([N:15]([CH3:14])[CH2:16][c:17]2[c:18]([Cl:24])[cH:19][c:20]([Cl:23])[cH:21][cH:22]2)[cH:3][c:4]([C:5](=[O:6])[OH:7])[cH:8][cH:9][c:10]1[N+:11](=[O:12])[O-:13]. The reactants are CC12C=NCC=CC3=C1CCC1=C3CC(N1)C2C (1,2,3,4,5,6-hexahydro-6,12-dimethyl-2,6-methano-9H-pyrrolo[3,2-h][3]benzazocine), CN(C=O)C (dimethylformamide), C(C)(C)N(CC)C(C)C (diisopropylethyl amine), C1(CC1)CBr (cyclopropylmethyl bromide). Run in C(C)(=O)OCC (ethyl acetate), O (water). Conditions: time 8 hour. Yields the product C1(CC1)CN1C2CC3=C1CCC1=C3C=CCN=CC1(C2C)C (3-Cyclopropylmethyl-6,12-dimethyl-1,2,3,4,5,6-hexahydro-2,6-methano-9H-pyrrolo[3,2-h][3]benzazocine). The yield is 63.0%. RXN SMILES: [CH3:1][C:2]12[CH:17]([CH3:18])[CH:15]3[NH:16][C:12]4=[C:13]([CH2:14]3)[C:8](=[C:9]1[CH2:10][CH2:11]4)[CH:7]=[CH:6][CH2:5][N:4]=[CH:3]2.CN(C)C=O.C(N(C(C)C)CC)(C)C.[CH:33]1([CH2:36]Br)[CH2:35][CH2:34]1>C(OCC)(=O)C.O>[CH:33]1([CH2:36][N:16]2[C:12]3[CH2:11][CH2:10][C:9]4[C:2]5([CH3:1])[CH:17]([CH3:18])[CH:15]2[CH2:14][C:13]=3[C:8]=4[CH:7]=[CH:6][CH2:5][N:4]=[CH:3]5)[CH2:35][CH2:34]1. Reported procedure: To a stirred solution of 3.22 g of 1,2,3,4,5,6-hexahydro-6,12-dimethyl-2,6-methano-9H-pyrrolo[3,2-h][3]benzazocine and 58 ml of dimethylformamide was added 4.70 ml of diisopropylethyl amine and then 1.56 ml of cyclopropylmethyl bromide, under nitrogen. The reaction mixture was warmed in an oil bath at 70°-80° C. for 1.5 hr and stirred at room temperature overnight. The reaction mixture was poured into water and ethyl acetate. The layers were separated and the aqueous layer was extracted with eth... Reactants: CCOC(=O)C=Cc1ccc(N(C(=O)OC(C)(C)C)C2CCNC2)nc1, ClCc1csc(-c2ccccc2)n1, Cl, Cl, [K+], [K+], O=C([O-])[O-], CN(C)C=O. Yields the product CCOC(=O)C=Cc1ccc(N(C(=O)OC(C)(C)C)C2CCN(Cc3csc(-c4ccccc4)n3)C2)nc1. RXN SMILES: [C:3]([CH3:4])([CH3:5])([CH3:6])[O:7][C:8](=[O:9])[N:10]([c:11]1[cH:12][cH:13][c:14]([CH:17]=[CH:18][C:19](=[O:20])[O:21][CH2:22][CH3:23])[cH:15][n:16]1)[CH:24]1[CH2:25][NH:26][CH2:27][CH2:28]1.[Cl:29][CH2:30][c:31]1[n:32][c:33](-[c:36]2[cH:37][cH:38][cH:39][cH:40][cH:41]2)[s:34][cH:35]1.[ClH:1].[ClH:2].[K+:42].[K+:43].[O-:44][C:45]([O-:46])=[O:47].[O:48]=[CH:49][N:50]([CH3:51])[CH3:52]>>[C:3]([CH3:4])([CH3:5])([CH3:6])[O:7][C:8](=[O:9])[N:10]([c:11]1[cH:12][cH:13][c:14]([CH:17]=[CH:18][C:19](=[O:20])[O:21][CH2:22][CH3:23])[cH:15][n:16]1)[CH:24]1[CH2:25][N:26]([CH2:30][c:31]2[n:32][c:33](-[c:36]3[cH:37][cH:38][cH:39][cH:40][cH:41]3)[s:34][cH:35]2)[CH2:27][CH2:28]1. The reactants are 10.3, NC1=C(C(=O)NCCCCN2CCC(CC2)CC2=NC3=C(N2CC2=CC=C(C=C2)F)C=CC=C3)C=CC=C1 (2-amino-N-[4-[4-[[1-[(4-fluorophenyl)methyl]-1H-benzimidazol-2-yl]methyl]-1-piperidinyl]-butyl]benzamide), C(=O)(N1C=NC=C1)N1C=NC=C1 (1,1'-carbonylbis[1H-imidazole]). The solvent is O1CCCC1 (tetrahydrofuran). Product: FC1=CC=C(C=C1)CN1C(=NC2=C1C=CC=C2)CC2CCN(CC2)CCCCN2C(NC1=CC=CC=C1C2=O)=O (3-[4-[4-[[1-[(4-fluorophenyl)methyl]-1H-benzimidazol-2-yl]methyl]-1-piperidinyl]butyl]-2,4(1H,3H)-quinazolinedione). The yield is 35.5%. Reaction SMILES: [NH2:1][C:2]1[CH:38]=[CH:37][CH:36]=[CH:35][C:3]=1[C:4]([NH:6][CH2:7][CH2:8][CH2:9][CH2:10][N:11]1[CH2:16][CH2:15][CH:14]([CH2:17][C:18]2[N:22]([CH2:23][C:24]3[CH:29]=[CH:28][C:27]([F:30])=[CH:26][CH:25]=3)[C:21]3[CH:31]=[CH:32][CH:33]=[CH:34][C:20]=3[N:19]=2)[CH2:13][CH2:12]1)=[O:5].[C:39](N1C=CN=C1)(N1C=CN=C1)=[O:40]>O1CCCC1>[F:30][C:27]1[CH:26]=[CH:25][C:24]([CH2:23][N:22]2[C:21]3[CH:31]=[CH:32][CH:33]=[CH:34][C:20]=3[N:19]=[C:18]2[CH2:17][CH:14]2[CH2:13][CH2:12][N:11]([CH2:10][CH2:9][CH2:8][CH2:7][N:6]3[C:4](=[O:5])[C:3]4[C:2](=[CH:38][CH:37]=[CH:36][CH:35]=4)[NH:1][C:39]3=[O:40])[CH2:16][CH2:15]2)=[CH:29][CH:28]=1. Procedure details: A mixture of 10.3 parts of 2-amino-N-[4-[4-[[1-[(4-fluorophenyl)methyl]-1H-benzimidazol-2-yl]methyl]-1-piperidinyl]-butyl]benzamide, 3.2 parts of 1,1'-carbonylbis[1H-imidazole] and 180 parts of tetrahydrofuran was stirred and refluxed overnight. The reaction mixture was evaporated. The residue was purified by column chromatography over silica gel using first a mixture of trichloromethane and methanol saturated with ammonia (97:3 by volume) and then a mixture of trichloromethane and methanol satu... Reactants: ClC=1C=NC=C(C1SC1=C(C=C(S1)C(=O)O)[N+](=O)[O-])Cl (5-[(3,5-dichloro-4-pyridyl)sulfanyl]-4-nitro-thiophene-2-carboxylic acid), CN(CCC(N)C1=CC=CC=C1)C (N1,N1-dimethyl-3-phenylpropane-1,3-diamine). Yields the product ClC=1C=NC=C(C1SC1=C(C=C(S1)C(=O)NC(CCN(C)C)C1=CC=CC=C1)[N+](=O)[O-])Cl (5-((3,5-dichloropyridin-4-yl)thio)-N-(3-(dimethylamino)-1-phenylpropyl)-4-nitrothiophene-2-carboxamide), solid. Isolated yield 31.0%. Reaction SMILES: [Cl:1][C:2]1[CH:3]=[N:4][CH:5]=[C:6]([Cl:20])[C:7]=1[S:8][C:9]1[S:13][C:12]([C:14]([OH:16])=O)=[CH:11][C:10]=1[N+:17]([O-:19])=[O:18].[CH3:21][N:22]([CH3:33])[CH2:23][CH2:24][CH:25]([C:27]1[CH:32]=[CH:31][CH:30]=[CH:29][CH:28]=1)[NH2:26]>>[Cl:20][C:6]1[CH:5]=[N:4][CH:3]=[C:2]([Cl:1])[C:7]=1[S:8][C:9]1[S:13][C:12]([C:14]([NH:26][CH:25]([C:27]2[CH:28]=[CH:29][CH:30]=[CH:31][CH:32]=2)[CH2:24][CH2:23][N:22]([CH3:33])[CH3:21])=[O:16])=[CH:11][C:10]=1[N+:17]([O-:19])=[O:18]. Procedure details: Prepared according to the procedure described for example 44 from 5-[(3,5-dichloro-4-pyridyl)sulfanyl]-4-nitro-thiophene-2-carboxylic acid (35 mg, 0.1 mmol) and N1,N1-dimethyl-3-phenylpropane-1,3-diamine (17.8 mg, 0.1 mmol). The title compound was obtained as a solid (15.8 mg, 31% yield). MS m/z: 510.89, 513.89 [M+H]+.